From a dataset of the Open Reaction Database (ORD), a public repository of structured organic reaction records. describe an organic reaction: reactants, conditions, products, and yield The reactants are CCOC(=O)C=C(C)Cl, CC(C)(C)[O-], Cc1cccc(O)c1C, [K+], C1CCOC1. The product is CCOC(=O)C=C(C)Oc1cccc(C)c1C. As a reaction SMILES: [CH2:16]([CH3:17])[O:18][C:19]([CH:20]=[C:21]([CH3:22])[Cl:23])=[O:24].[CH3:1][C:2]([CH3:3])([O-:4])[CH3:5].[CH3:7][c:8]1[c:9]([OH:15])[cH:10][cH:11][cH:12][c:13]1[CH3:14].[K+:6].[O:25]1[CH2:26][CH2:27][CH2:28][CH2:29]1>>[CH3:7][c:8]1[c:9]([O:15][C:21](=[CH:20][C:19]([O:18][CH2:16][CH3:17])=[O:24])[CH3:22])[cH:10][cH:11][cH:12][c:13]1[CH3:14].